Dataset: the Open Reaction Database (ORD), a public repository of structured organic reaction records. Task: describe an organic reaction: reactants, conditions, products, and yield Starting materials: CCNc1cc(OC)c(OC)cc1C1CCc2cc(OC(=O)C(C)(C)C)ccc2C1, O=Cc1ccc(CC(=O)O)cc1. Yields the product COc1cc(NCCCc2ccc(CC(=O)O)cc2)c(C2CCc3cc(OC(=O)C(C)(C)C)ccc3C2)cc1OC. RXN SMILES: [CH2:1]([CH3:2])[NH:3][c:4]1[c:5]([CH:14]2[CH2:15][c:16]3[cH:17][cH:18][c:19]([O:24][C:25]([C:26]([CH3:27])([CH3:28])[CH3:29])=[O:30])[cH:20][c:21]3[CH2:22][CH2:23]2)[cH:6][c:7]([O:12][CH3:13])[c:8]([O:10][CH3:11])[cH:9]1.[CH:31](=[O:32])[c:33]1[cH:34][cH:35][c:36]([CH2:39][C:40](=[O:41])[OH:42])[cH:37][cH:38]1>>[CH2:1]([CH2:2][CH2:31][c:33]1[cH:34][cH:35][c:36]([CH2:39][C:40](=[O:41])[OH:42])[cH:37][cH:38]1)[NH:3][c:4]1[c:5]([CH:14]2[CH2:15][c:16]3[cH:17][cH:18][c:19]([O:24][C:25]([C:26]([CH3:27])([CH3:28])[CH3:29])=[O:30])[cH:20][c:21]3[CH2:22][CH2:23]2)[cH:6][c:7]([O:12][CH3:13])[c:8]([O:10][CH3:11])[cH:9]1. Starting materials: O (H2O), ClC=1C=C(C#N)C=CC1O (3-chloro-4-hydroxybenzonitrile), C(=O)([O-])[O-].[K+].[K+] (K2CO3), ClC1=NC=2N(C(=C1)N(C(OC(C)(C)C)=O)C1CC1)N=CC2\C=C\2/NC(NC2=O)=O ((Z)-tert-butyl 5-chloro-3-((2,5-dioxoimidazolidin-4-ylidene)methyl)pyrazolo[1,5-a]pyrimidin-7-yl(cyclopropyl)carbamate). Run in CN(C)C=O (DMF). Run at time 24 hour. Product: ClC=1C=C(C#N)C=CC1OC1=NC=2N(C(=C1)NC1CC1)N=CC2\C=C\2/NC(NC2=O)=O ((Z)-3-chloro-4-(7-(cyclopropylamino)-3-((2,5-dioxoimidazolidin-4-ylidene)methyl)pyrazolo[1,5-a]pyrimidin-5-yloxy)benzonitrile). The yield is 57.4%. As a reaction SMILES: Cl[C:2]1[CH:7]=[C:6]([N:8]([CH:16]2[CH2:18][CH2:17]2)C(=O)OC(C)(C)C)[N:5]2[N:19]=[CH:20][C:21](/[CH:22]=[C:23]3\[NH:24][C:25](=[O:29])[NH:26][C:27]\3=[O:28])=[C:4]2[N:3]=1.[Cl:30][C:31]1[CH:32]=[C:33]([CH:36]=[CH:37][C:38]=1[OH:39])[C:34]#[N:35].C([O-])([O-])=O.[K+].[K+].O>CN(C=O)C>[Cl:30][C:31]1[CH:32]=[C:33]([CH:36]=[CH:37][C:38]=1[O:39][C:2]1[CH:7]=[C:6]([NH:8][CH:16]2[CH2:18][CH2:17]2)[N:5]2[N:19]=[CH:20][C:21](/[CH:22]=[C:23]3\[NH:24][C:25](=[O:29])[NH:26][C:27]\3=[O:28])=[C:4]2[N:3]=1)[C:34]#[N:35] |f:2.3.4|. Procedure: (Z)-tert-butyl 5-chloro-3-((2,5-dioxoimidazolidin-4-ylidene)methyl)pyrazolo[1,5-a]pyrimidin-7-yl(cyclopropyl)carbamate (75 mg, 0.18 mmol) was dissolved in anhydrous DMF (0.6 mL). 3-chloro-4-hydroxybenzonitrile (41 mg, 0.27 mmol) and K2CO3 (75 mg, 0.54 mmol) were added. After 24 h, H2O (3.5 mL) was added to the reaction and the bright yellow precipitate was filtered and dried. The crude solid was dissolved in dichloromethane (1 mL) and trifluoroacetic acid (1 mL). After 1 h, the reaction was conc... Reactants: N1C(CCCC1)=O (piperidin-2-one), BrC1=CC=C(C=N1)C(=O)N1CCN(CC1)C1=NC=C(C=C1C)C1CC1 ((6-bromopyridin-3-yl)[4-(5-cyclopropyl-3-methylpyridin-2-yl)piperazin-1-yl]methanone). Yields the product C1(CC1)C=1C=C(C(=NC1)N1CCN(CC1)C(=O)C=1C=CC(=NC1)N1C(CCCC1)=O)C (1-{5-[4-(5-cyclopropyl-3-methylpyridin-2-yl)piperazine-1-carbonyl]pyridin-2-yl}piperidin-2-one). Yield: 38.3%. RXN SMILES: [NH:1]1[CH2:6][CH2:5][CH2:4][CH2:3][C:2]1=[O:7].Br[C:9]1[N:14]=[CH:13][C:12]([C:15]([N:17]2[CH2:22][CH2:21][N:20]([C:23]3[C:28]([CH3:29])=[CH:27][C:26]([CH:30]4[CH2:32][CH2:31]4)=[CH:25][N:24]=3)[CH2:19][CH2:18]2)=[O:16])=[CH:11][CH:10]=1>>[CH:30]1([C:26]2[CH:27]=[C:28]([CH3:29])[C:23]([N:20]3[CH2:21][CH2:22][N:17]([C:15]([C:12]4[CH:11]=[CH:10][C:9]([N:1]5[CH2:6][CH2:5][CH2:4][CH2:3][C:2]5=[O:7])=[N:14][CH:13]=4)=[O:16])[CH2:18][CH2:19]3)=[N:24][CH:25]=2)[CH2:31][CH2:32]1. Procedure details: Using piperidin-2-one (14 mg) and (6-bromopyridin-3-yl)[4-(5-cyclopropyl-3-methylpyridin-2-yl)piperazin-1-yl]methanone (50 mg) described in Preparation Example 144 and by the reaction and treatment in the same manner as in Example 1, the title compound (20 mg) was obtained. The reactants are FC1=C(C#N)C=C(C(=C1)F)F (2,4,5-trifluoro-benzonitrile), FC(C1=CC=C(C=C1)C=1SC(=C(N1)CN1CCC(CC1)C(F)(F)F)CO)(F)F ([2-(4-trifluoromethyl-phenyl)-4-(4-trifluoromethyl-piperidin-1-ylmethyl)-thiazol-5-yl]-methanol), O (water), molar solution, CC(C)([O-])C.[K+] (potassium tert-butoxide). Product: FC1=C(C#N)C=C(C(=C1)OCC1=C(N=C(S1)C1=CC=C(C=C1)C(F)(F)F)CN1CCC(CC1)C(F)(F)F)F (2,5-difluoro-4-[2-(4-trifluoromethyl-phenyl)-4-(4-trifluoromethyl-piperidin-1-ylmethyl)-thiazol-5-ylmethoxy]-benzonitrile). Reaction SMILES: [F:1][C:2]([F:28])([F:27])[C:3]1[CH:8]=[CH:7][C:6]([C:9]2[S:10][C:11]([CH2:25][OH:26])=[C:12]([CH2:14][N:15]3[CH2:20][CH2:19][CH:18]([C:21]([F:24])([F:23])[F:22])[CH2:17][CH2:16]3)[N:13]=2)=[CH:5][CH:4]=1.CC(C)([O-])C.[K+].[F:35][C:36]1[CH:43]=[C:42](F)[C:41]([F:45])=[CH:40][C:37]=1[C:38]#[N:39].O>O1CCCC1.C(O)(C)(C)C>[F:35][C:36]1[CH:43]=[C:42]([O:26][CH2:25][C:11]2[S:10][C:9]([C:6]3[CH:7]=[CH:8][C:3]([C:2]([F:1])([F:27])[F:28])=[CH:4][CH:5]=3)=[N:13][C:12]=2[CH2:14][N:15]2[CH2:20][CH2:19][CH:18]([C:21]([F:22])([F:24])[F:23])[CH2:17][CH2:16]2)[C:41]([F:45])=[CH:40][C:37]=1[C:38]#[N:39] |f:1.2|. Conditions: temperature 5 celsius, time 30 minute. Yield: 84.1%. Procedure: To a solution of 800 mg of [2-(4-trifluoromethyl-phenyl)-4-(4-trifluoromethyl-piperidin-1-ylmethyl)-thiazol-5-yl]-methanol in 4 mL of tetrahydrofuran at 5° C. was slowly added 2.13 mL of a molar solution of potassium tert-butoxide in tert-butanol. After stirring at 5° C. for 30 minutes, the resulting solution was slowly added to a solution of 296 mg of 2,4,5-trifluoro-benzonitrile in 1 mL of tetrahydrofuran at −60° C. The resulting mixture was stirred for 1 h at −60° C. then stirred overnight al... Solvent: O1CCCC1 (tetrahydrofuran), C(C)(C)(C)O (tert-butanol), O1CCCC1 (tetrahydrofuran).